describe an organic reaction: reactants, conditions, products, and yield From a dataset of the Open Reaction Database (ORD), a public repository of structured organic reaction records. Isolated yield 63.0%. Procedure details: To a solution of 1,1-dimethylethyl [((1S,2R)-phenyl-2-{[(phenylmethyl)oxy]methyl}cyclopropyl)methyl]carbamate (39.2 g, 92 mmol), accessed via the method of 11A, and methyl iodide (39.2 g, 276 mmol, 3 eq) in 300 mL THF cooled to 0° C. was added 1M sodium bis(trimethylsilyl)amide in THF (138 mL, 138 mmol, 1.5 eq). The reaction mixture was stirred 2 h at 0° C. followed by 16 h at ambient temperature. The reaction mixture was partitioned between EtOAc and water, the phases separated, the aqueous pha... The product is CN(C(OC(C)(C)C)=O)C[C@@]1([C@@H](C1)COCC1=CC=CC=C1)C1=CC=CC=C1 (1,1-dimethylethyl methyl[((1S,2R)-1-phenyl-2-{[(phenylmethyl)oxy]methyl}cyclopropyl)methyl]carbamate). The solvent is C1CCOC1 (THF), C1CCOC1 (THF). As a reaction SMILES: [C:1]1([C@:7]2([CH2:19][NH:20][C:21](=[O:27])[O:22][C:23]([CH3:26])([CH3:25])[CH3:24])[CH2:9][C@H:8]2[CH2:10][O:11][CH2:12][C:13]2[CH:18]=[CH:17][CH:16]=[CH:15][CH:14]=2)[CH:6]=[CH:5][CH:4]=[CH:3][CH:2]=1.CI.[CH3:30][Si]([N-][Si](C)(C)C)(C)C.[Na+]>C1COCC1>[CH3:30][N:20]([CH2:19][C@@:7]1([C:1]2[CH:6]=[CH:5][CH:4]=[CH:3][CH:2]=2)[CH2:9][C@H:8]1[CH2:10][O:11][CH2:12][C:13]1[CH:14]=[CH:15][CH:16]=[CH:17][CH:18]=1)[C:21](=[O:27])[O:22][C:23]([CH3:24])([CH3:26])[CH3:25] |f:2.3|. The reactants are C[Si](C)(C)[N-][Si](C)(C)C.[Na+] (sodium bis(trimethylsilyl)amide), C1(=CC=CC=C1)[C@]1([C@@H](C1)COCC1=CC=CC=C1)CNC(OC(C)(C)C)=O (1,1-dimethylethyl [((1S,2R)-phenyl-2-{[(phenylmethyl)oxy]methyl}cyclopropyl)methyl]carbamate), 11A, CI (methyl iodide). Conditions: temperature 0 celsius, time 2 hour. The reactants are O1C(=CC=2C1=NC=C(C2)C(=O)OCC)C(=O)OCC (diethyl furo[2,3-b]pyridine-2,5-dicarboxylate), Cl (hydrochloric acid). Solvent: [OH-].[Na+] (sodium hydroxide). Conditions: temperature 70 celsius. Product: O1C(=CC=2C1=NC=C(C2)C(=O)O)C(=O)O (furo[2,3-b]pyridine-2,5-dicarboxylic acid). The yield is 98.2%. RXN SMILES: [O:1]1[C:5]2=[N:6][CH:7]=[C:8]([C:10]([O:12]CC)=[O:11])[CH:9]=[C:4]2[CH:3]=[C:2]1[C:15]([O:17]CC)=[O:16].Cl>[OH-].[Na+]>[O:1]1[C:5]2=[N:6][CH:7]=[C:8]([C:10]([OH:12])=[O:11])[CH:9]=[C:4]2[CH:3]=[C:2]1[C:15]([OH:17])=[O:16] |f:2.3|. Reported procedure: A suspension of diethyl furo[2,3-b]pyridine-2,5-dicarboxylate (10.5 g, 40 mmol) in 1N sodium hydroxide (100 mL) was warmed at 70° C. for two hours. The cooled solution was acidified with conc. hydrochloric acid and the precipitate was collected by filtration and successively washed with water, ethanol and diethyl ether to give pure product (8.14 g, 98.5% yield) mp: >315° C. Reported procedure: A 2.2 g. portion of the product of Example 1 was stirred at reflux temperature in 100 ml. of methanol with 0.7 g. of sodium methoxide for one hour. When the reaction mixture was cooled, the product, 1.9 g. of 4-methoxy[1]-benzothieno[3,2-d]-v-triazine, m.p. 165°-167° C., crystallized and needed no further purification. Reactants: ClC=1C2=C(N=NN1)C1=C(S2)C=CC=C1 (4-chloro[1]benzothieno[3,2-d]-v-triazine), C[O-].[Na+] (sodium methoxide). Solvent: CO (methanol). RXN SMILES: Cl[C:2]1[C:3]2[S:10][C:9]3[CH:11]=[CH:12][CH:13]=[CH:14][C:8]=3[C:4]=2[N:5]=[N:6][N:7]=1.[CH3:15][O-:16].[Na+]>CO>[CH3:15][O:16][C:2]1[C:3]2[S:10][C:9]3[CH:11]=[CH:12][CH:13]=[CH:14][C:8]=3[C:4]=2[N:5]=[N:6][N:7]=1 |f:1.2|. Product: COC=1C2=C(N=NN1)C1=C(S2)C=CC=C1 (4-methoxy[1]benzothieno[3,2-d]-v-triazine). Reactants: [BH4-], CCOc1c(CN(C(=O)OC(C)(C)C)C(=O)OC(C)(C)C)cccc1[N+](=O)[O-], CO, Cl, [Na+], [Na+], Cl[Ni]Cl, O, O, O, O, O, O, O=C([O-])O. The product is CCOc1c(N)cccc1CN(C(=O)OC(C)(C)C)C(=O)OC(C)(C)C. RXN SMILES: [BH4-:29].[C:1]([CH3:2])([CH3:3])([CH3:4])[O:5][C:6](=[O:7])[N:8]([CH2:9][c:10]1[c:11]([O:19][CH2:20][CH3:21])[c:12]([N+:16]([O-:17])=[O:18])[cH:13][cH:14][cH:15]1)[C:22](=[O:23])[O:24][C:25]([CH3:26])([CH3:27])[CH3:28].[CH3:46][OH:47].[ClH:31].[Na+:30].[Na+:32].[Ni:43]([Cl:44])[Cl:45].[OH2:37].[OH2:38].[OH2:39].[OH2:40].[OH2:41].[OH2:42].[OH:33][C:34](=[O:35])[O-:36]>>[C:1]([CH3:2])([CH3:3])([CH3:4])[O:5][C:6](=[O:7])[N:8]([CH2:9][c:10]1[c:11]([O:19][CH2:20][CH3:21])[c:12]([NH2:16])[cH:13][cH:14][cH:15]1)[C:22](=[O:23])[O:24][C:25]([CH3:26])([CH3:27])[CH3:28].